From a dataset of the Open Reaction Database (ORD), a public repository of structured organic reaction records. describe an organic reaction: reactants, conditions, products, and yield Reactants: Cl.Cl.C(C1=CC=CC=C1)N1C[C@H]([C@H](CC1)C)NC (racemic cis-(1-benzyl-4-methyl-piperidine-3-yl)-methylamine bis hydrochloride), C1(=CC=C(C=C1)C(=O)[C@]([C@](C(=O)O)(O)C(=O)C1=CC=C(C=C1)C)(O)C(=O)O)C (di-p-toluoyl-L-tartaric acid), [OH-].[Na+] (sodium hydroxide). Solvent: CO (methanol). Run at temperature 75 celsius. The product is C1(=CC=C(C=C1)C(=O)[C@]([C@](C(=O)O)(O)C(=O)C1=CC=C(C=C1)C)(O)C(=O)O)C.C(C1=CC=CC=C1)N1C[C@@H]([C@@H](CC1)C)NC ((3R,4R)-(1-benzyl-4-methyl-piperidine-3-yl)-methylamine di-p-toluoyl-L-tartaric acid). Isolated yield 70.1%. RXN SMILES: Cl.Cl.[CH2:3]([N:10]1[CH2:15][CH2:14][C@H:13]([CH3:16])[C@H:12]([NH:17][CH3:18])[CH2:11]1)[C:4]1[CH:9]=[CH:8][CH:7]=[CH:6][CH:5]=1.[C:19]1([CH3:46])[CH:24]=[CH:23][C:22]([C:25]([C@@:27]([C:43]([OH:45])=[O:44])([OH:42])[C@@:28]([C:33]([C:35]2[CH:40]=[CH:39][C:38]([CH3:41])=[CH:37][CH:36]=2)=[O:34])([OH:32])[C:29]([OH:31])=[O:30])=[O:26])=[CH:21][CH:20]=1.[OH-].[Na+]>CO>[C:19]1([CH3:46])[CH:24]=[CH:23][C:22]([C:25]([C@@:27]([C:43]([OH:45])=[O:44])([OH:42])[C@@:28]([C:33]([C:35]2[CH:36]=[CH:37][C:38]([CH3:41])=[CH:39][CH:40]=2)=[O:34])([OH:32])[C:29]([OH:31])=[O:30])=[O:26])=[CH:21][CH:20]=1.[CH2:3]([N:10]1[CH2:15][CH2:14][C@@H:13]([CH3:16])[C@@H:12]([NH:17][CH3:18])[CH2:11]1)[C:4]1[CH:5]=[CH:6][CH:7]=[CH:8][CH:9]=1 |f:0.1.2,4.5,7.8|. Procedure details: To a clean, dry, nitrogen-purged 250 ml flask were charged racemic cis-(1-benzyl-4-methyl-piperidine-3-yl)-methylamine bis hydrochloride (20.0 g, 68.7 mmol), di-p-toluoyl-L-tartaric acid (L-DPTT) (15.9 g, 41.2 mmol) and methanol (100 ml). A solution of sodium hydroxide (5.5 g, 137.3 mmol in water (100 ml)) was added to the reaction at a rate to maintain the temperature below 30° C. The reaction was heated to between 70-80° C. and held at this temperature for at least 60 minutes. The reaction was... Reactants: C1(=CC=CC=C1)CCCN (3-phenylpropan-1-amine), C1N(CC2=CC=CC=C12)C(=O)NC=1C=CC(=NC1)C(=O)O (5-(isoindoline-2-carboxamido)picolinic acid), C1N(CC2=CC=CC=C12)C(=O)NC1=CC=C(C(=O)O)C=C1 (4-(isoindoline-2-carboxamido)benzoic acid). Yields the product CC(CCNC(=O)C1=CC=C(C=N1)NC(=O)N1CC2=CC=CC=C2C1)C (N-{6-[(3-methylbutyl)carbamoyl]pyridin-3-yl}-1,3-dihydro-2H-isoindole-2-carboxamide). As a reaction SMILES: C1(CCCN)C=CC=CC=1.[CH2:11]1[C:19]2[C:14](=[CH:15][CH:16]=[CH:17][CH:18]=2)[CH2:13][N:12]1[C:20]([NH:22][C:23]1[CH:24]=[CH:25][C:26]([C:29]([OH:31])=O)=[N:27][CH:28]=1)=[O:21].[CH2:32]1[C:40]2[C:35](=[CH:36]C=CC=2)[CH2:34][N:33]1C(NC1C=CC(C(O)=O)=CC=1)=O>>[CH3:34][CH:35]([CH3:36])[CH2:40][CH2:32][NH:33][C:29]([C:26]1[N:27]=[CH:28][C:23]([NH:22][C:20]([N:12]2[CH2:11][C:19]3[C:14](=[CH:15][CH:16]=[CH:17][CH:18]=3)[CH2:13]2)=[O:21])=[CH:24][CH:25]=1)=[O:31]. Procedure details: The title compound was prepared as described in Example 1C, substituting 3-methylbutan-1-amine for 3-phenylpropan-1-amine and 5-(isoindoline-2-carboxamido)picolinic acid for 4-(isoindoline-2-carboxamido)benzoic acid. 1H NMR (400 MHz, DMSO-d6) δ ppm 8.85 (m, 2H), 8.57 (t, J=6.1 Hz, 1H), 8.17 (dd, J=8.5, 2.4 Hz, 1H), 7.94 (d, J=8.5 Hz, 1H), 7.41-7.29 (m, 4H), 4.79 (m, 4H), 3.35 (m, 2H), 1.59 (m, 1H), 1.42 (q, J=7.1 Hz, 2H), 0.90 (d, J=6.6 Hz, 6H); MS (ESI(+)) m/e 353 (M+H)+.